This data is from the Open Reaction Database (ORD), a public repository of structured organic reaction records. The task is: describe an organic reaction: reactants, conditions, products, and yield The reactants are 4E, C(C)OC(C(C)(C)OC1=CC2=CC=CC=C2C(=C1)O)=O (2-(4-hydroxy-naphthalen-2-yloxy)-2-methyl-propionic acid ethyl ester), C1(CC1)C1=NC(=NC=C1CCO)C1=CC=C(C=C1)C(F)(F)F (2-[4-cyclopropyl-2-(4-trifluoromethyl-phenyl)-pyrimidin-5-yl]-ethanol). The product is C(C)OC(C(C)(C)OC1=CC2=CC=CC=C2C(=C1)OCCC=1C(=NC(=NC1)C1=CC=C(C=C1)C(F)(F)F)C1CC1)=O (2-(4-{2-[4-cyclopropyl-2-(4-trifluoromethyl-phenyl)-pyrimidin-5-yl]-ethoxy}-naphthalen-2-yloxy)-2-methyl-propionic acid ethyl ester). As a reaction SMILES: [CH2:1]([O:3][C:4](=[O:20])[C:5]([O:8][C:9]1[CH:18]=[C:17]([OH:19])[C:16]2[C:11](=[CH:12][CH:13]=[CH:14][CH:15]=2)[CH:10]=1)([CH3:7])[CH3:6])[CH3:2].[CH:21]1([C:24]2[C:29]([CH2:30][CH2:31]O)=[CH:28][N:27]=[C:26]([C:33]3[CH:38]=[CH:37][C:36]([C:39]([F:42])([F:41])[F:40])=[CH:35][CH:34]=3)[N:25]=2)[CH2:23][CH2:22]1>>[CH2:1]([O:3][C:4](=[O:20])[C:5]([O:8][C:9]1[CH:18]=[C:17]([O:19][CH2:31][CH2:30][C:29]2[C:24]([CH:21]3[CH2:23][CH2:22]3)=[N:25][C:26]([C:33]3[CH:38]=[CH:37][C:36]([C:39]([F:42])([F:40])[F:41])=[CH:35][CH:34]=3)=[N:27][CH:28]=2)[C:16]2[C:11](=[CH:12][CH:13]=[CH:14][CH:15]=2)[CH:10]=1)([CH3:7])[CH3:6])[CH3:2]. Procedure: In analogy to the procedures described in example 4D] and 4E], 2-(4-hydroxy-naphthalen-2-yloxy)-2-methyl-propionic acid ethyl ester (example 17D]) was reacted with 2-[4-cyclopropyl-2-(4-trifluoromethyl-phenyl)-pyrimidin-5-yl]-ethanol (example 16B]) to give 2-(4-{2-[4-cyclopropyl-2-(4-trifluoromethyl-phenyl)-pyrimidin-5-yl]-ethoxy}-naphthalen-2-yloxy)-2-methyl-propionic acid ethyl ester, which was subsequently saponified to yield the title compound as light yellow solid. The reactants are CC(C)(C)OC(=O)NCc1cccc(CN(Cc2ccc(-c3ccc(F)cc3)cc2)S(=O)(=O)c2cc(Cl)cc(Cl)c2O)c1, ClCCl, O=C(O)C(F)(F)F. Yields the product NCc1cccc(CN(Cc2ccc(-c3ccc(F)cc3)cc2)S(=O)(=O)c2cc(Cl)cc(Cl)c2O)c1. RXN SMILES: [Cl:1][c:2]1[c:3]([OH:43])[c:4]([S:9](=[O:10])(=[O:11])[N:12]([CH2:13][c:14]2[cH:15][cH:16][c:17](-[c:20]3[cH:21][cH:22][c:23]([F:26])[cH:24][cH:25]3)[cH:18][cH:19]2)[CH2:27][c:28]2[cH:29][c:30]([CH2:31][NH:32][C:33](=[O:34])[O:35][C:36]([CH3:37])([CH3:38])[CH3:39])[cH:40][cH:41][cH:42]2)[cH:5][c:6]([Cl:8])[cH:7]1.[Cl:51][CH2:52][Cl:53].[OH:44][C:45]([C:46]([F:47])([F:48])[F:49])=[O:50]>>[Cl:1][c:2]1[c:3]([OH:43])[c:4]([S:9](=[O:10])(=[O:11])[N:12]([CH2:13][c:14]2[cH:15][cH:16][c:17](-[c:20]3[cH:21][cH:22][c:23]([F:26])[cH:24][cH:25]3)[cH:18][cH:19]2)[CH2:27][c:28]2[cH:29][c:30]([CH2:31][NH2:32])[cH:40][cH:41][cH:42]2)[cH:5][c:6]([Cl:8])[cH:7]1. Reactants: C(C)(C)(C)OC(CN1C(=NC2=C1C=CC=C2[N+](=O)[O-])CCC)=O ((4-nitro-2-propyl-benzoimidazol-1-yl)-acetic acid tert-butyl ester). Reagents/catalysts: [Pd] (Pd/C). Yields the product C(C)(C)(C)OC(CN1C(=NC2=C1C=CC=C2N)CCC)=O ((4-Amino-2-propyl-benzoimidazol-1-yl)-acetic acid tert-butyl ester). Reaction SMILES: [C:1]([O:5][C:6](=[O:23])[CH2:7][N:8]1[C:12]2[CH:13]=[CH:14][CH:15]=[C:16]([N+:17]([O-])=O)[C:11]=2[N:10]=[C:9]1[CH2:20][CH2:21][CH3:22])([CH3:4])([CH3:3])[CH3:2]>[Pd]>[C:1]([O:5][C:6](=[O:23])[CH2:7][N:8]1[C:12]2[CH:13]=[CH:14][CH:15]=[C:16]([NH2:17])[C:11]=2[N:10]=[C:9]1[CH2:20][CH2:21][CH3:22])([CH3:4])([CH3:3])[CH3:2]. Reported procedure: The sub-title compound was prepared by the method of example 1, step c.) using (4-nitro-2-propyl-benzoimidazol-1-yl)-acetic acid tert-butyl ester (regioisomer 2) from step b.) and 10% Pd/C and was used in crude form without purification. MS: ESI (positive): 290 (M+H). Reactants: CC[N+](CC)(CC)Cc1ccccc1, [Cl-], ClCCl, [K+], O=[Mn](=O)(=O)[O-], O=[N+]([O-])c1ccc(N2CCOCC2)cc1, [Na+], [Na+], O, O=S([O-])[O-]. Product: O=C1COCCN1c1ccc([N+](=O)[O-])cc1. RXN SMILES: [CH2:32]([N+:33]([CH2:34][CH3:35])([CH2:36][CH3:37])[CH2:38][CH3:39])[c:40]1[cH:41][cH:42][cH:43][cH:44][cH:45]1.[Cl-:31].[Cl:28][CH2:29][Cl:30].[K+:21].[Mn:16](=[O:17])([O-:18])(=[O:19])=[O:20].[N+:1](=[O:2])([O-:3])[c:4]1[cH:5][cH:6][c:7]([N:10]2[CH2:11][CH2:12][O:13][CH2:14][CH2:15]2)[cH:8][cH:9]1.[Na+:26].[Na+:27].[OH2:46].[S:22]([O-:23])([O-:24])=[O:25]>>[N+:1](=[O:2])([O-:3])[c:4]1[cH:5][cH:6][c:7]([N:10]2[C:11](=[O:17])[CH2:12][O:13][CH2:14][CH2:15]2)[cH:8][cH:9]1. The reactants are CS(=O)(=O)O (methanesulfonic acid), CS(=O)(=O)O (methanesulfonic acid), COC=1C=C2C(=CC1OC)N=C(N=C2N)N3CCN(CC3)C(=O)C4COC=5C=CC=CC5O4 (doxazosin), CN1C(CCC1)=O (N-methyl-2-pyrrolidone). Solvent: CO (methanol). Reaction conditions: time 5 hour. Product: COC=1C=C2C(=CC1OC)N=C(N=C2N)N3CCN(CC3)C(=O)C4COC=5C=CC=CC5O4.CS(=O)(=O)O (doxazosin mesylate). Isolated yield 163.1%. RXN SMILES: [CH3:1][S:2]([OH:5])(=[O:4])=[O:3].[CH3:6][O:7][C:8]1[CH:9]=[C:10]2[C:19]([NH2:20])=[N:18][C:17]([N:21]3[CH2:26][CH2:25][N:24]([C:27]([CH:29]4[O:38][C:37]5[CH:36]=[CH:35][CH:34]=[CH:33][C:32]=5[O:31][CH2:30]4)=[O:28])[CH2:23][CH2:22]3)=[N:16][C:11]2=[CH:12][C:13]=1[O:14][CH3:15].CN1CCCC1=O>CO>[CH3:6][O:7][C:8]1[CH:9]=[C:10]2[C:19]([NH2:20])=[N:18][C:17]([N:21]3[CH2:22][CH2:23][N:24]([C:27]([CH:29]4[O:38][C:37]5[CH:36]=[CH:35][CH:34]=[CH:33][C:32]=5[O:31][CH2:30]4)=[O:28])[CH2:25][CH2:26]3)=[N:16][C:11]2=[CH:12][C:13]=1[O:14][CH3:15].[CH3:1][S:2]([OH:5])(=[O:4])=[O:3] |f:4.5|. Procedure: 14.1 g of anhydrous methanesulfonic acid were added to a stirred mixture of 63.2 g of doxazosin, 125 ml of N-methyl-2-pyrrolidone and 500 ml of methanol in a 1 1 three-necked round-bottomed flask. During this time the internal temperature rose to 30° C., and a solution formed. After the addition of the methanesulfonic acid was complete, the reaction mixture was filtered into a second 1 1 three-necked round-bottomed flask. The filter was washed with 85 ml of methanol, and the combined filtrates w... Reactants: CCOC(=O)c1cn(-c2ccc3c(c2)CCC3)c2nc(Nc3ccc(CN4CCN(C)CC4)cc3)ncc2c1=O, CCN, CO. Product: CCNC(=O)c1cn(-c2ccc3c(c2)CCC3)c2nc(Nc3ccc(CN4CCN(C)CC4)cc3)ncc2c1=O. RXN SMILES: [CH2:1]([O:3][C:4](=[O:2])[c:6]1[c:7](=[O:40])[c:8]2[c:9]([n:10][c:11]([NH:14][c:15]3[cH:16][cH:17][c:18]([CH2:21][N:22]4[CH2:23][CH2:24][N:25]([CH3:28])[CH2:26][CH2:27]4)[cH:19][cH:20]3)[n:12][cH:13]2)[n:29](-[c:31]2[cH:32][c:33]3[c:37]([cH:38][cH:39]2)[CH2:36][CH2:35][CH2:34]3)[cH:30]1)[CH3:5].[CH3:41][CH2:42][NH2:43].[CH3:44][OH:45]>>[O:3]=[C:4]([c:6]1[c:7](=[O:40])[c:8]2[c:9]([n:10][c:11]([NH:14][c:15]3[cH:16][cH:17][c:18]([CH2:21][N:22]4[CH2:23][CH2:24][N:25]([CH3:28])[CH2:26][CH2:27]4)[cH:19][cH:20]3)[n:12][cH:13]2)[n:29](-[c:31]2[cH:32][c:33]3[c:37]([cH:38][cH:39]2)[CH2:36][CH2:35][CH2:34]3)[cH:30]1)[NH:43][CH2:42][CH3:41].